describe an organic reaction: reactants, conditions, products, and yield From a dataset of the Open Reaction Database (ORD), a public repository of structured organic reaction records. Product: N#Cc1cccc(C(=O)NN)c1. The reactants are N#Cc1cccc(C(=O)Cl)c1, CO, ClCCl, NN. As a reaction SMILES: [C:1](#[N:2])[c:3]1[cH:4][c:5]([C:6](=[O:7])[Cl:8])[cH:9][cH:10][cH:11]1.[CH3:12][OH:13].[Cl:16][CH2:17][Cl:18].[NH2:14][NH2:15]>>[C:1](#[N:2])[c:3]1[cH:4][c:5]([C:6](=[O:7])[NH:14][NH2:15])[cH:9][cH:10][cH:11]1.